This data is from the Open Reaction Database (ORD), a public repository of structured organic reaction records. The task is: describe an organic reaction: reactants, conditions, products, and yield The reactants are C(C)(C)(C)C1=CC(=C(C=C1)C=1N([C@@H]([C@@H](N1)C1=CC=C(C=C1)Cl)C1=CC=C(C=C1)Cl)C(=O)Cl)OCCF ((4S,5R)-2-[4-tert-butyl-2-(2-fluoro-ethoxy)-phenyl]-4,5-bis-(4-chloro-phenyl)-4,5-dihydro-imidazole-1-carbonyl chloride), Cl.Cl.CS(=O)(=O)CCN1CCNCC1 (1-(2-methanesulfonylethyl)piperazine dihydrochloride). The product is Cl.C(C)(C)(C)C1=CC(=C(C=C1)C=1N([C@@H]([C@@H](N1)C1=CC=C(C=C1)Cl)C1=CC=C(C=C1)Cl)C(=O)N1CCN(CC1)CCS(=O)(=O)C)OCCF ([(4S,5R)-2-[4-tert-Butyl-2-(2-fluoro-ethoxy)-phenyl]-4,5-bis-(4-chloro-phenyl)-4,5-dihydro-imidazol-1-yl]-[4-(2-methanesulfonyl-ethyl)-piperazin-1-yl]-methanone hydrochloride). Reaction SMILES: [C:1]([C:5]1[CH:10]=[CH:9][C:8]([C:11]2[N:12]([C:30](Cl)=[O:31])[C@H:13]([C:23]3[CH:28]=[CH:27][C:26]([Cl:29])=[CH:25][CH:24]=3)[C@H:14]([C:16]3[CH:21]=[CH:20][C:19]([Cl:22])=[CH:18][CH:17]=3)[N:15]=2)=[C:7]([O:33][CH2:34][CH2:35][F:36])[CH:6]=1)([CH3:4])([CH3:3])[CH3:2].Cl.Cl.[CH3:39][S:40]([CH2:43][CH2:44][N:45]1[CH2:50][CH2:49][NH:48][CH2:47][CH2:46]1)(=[O:42])=[O:41]>>[ClH:22].[C:1]([C:5]1[CH:10]=[CH:9][C:8]([C:11]2[N:12]([C:30]([N:48]3[CH2:47][CH2:46][N:45]([CH2:44][CH2:43][S:40]([CH3:39])(=[O:41])=[O:42])[CH2:50][CH2:49]3)=[O:31])[C@H:13]([C:23]3[CH:28]=[CH:27][C:26]([Cl:29])=[CH:25][CH:24]=3)[C@H:14]([C:16]3[CH:17]=[CH:18][C:19]([Cl:22])=[CH:20][CH:21]=3)[N:15]=2)=[C:7]([O:33][CH2:34][CH2:35][F:36])[CH:6]=1)([CH3:4])([CH3:2])[CH3:3] |f:1.2.3,4.5|. Procedure: [(4S,5R)-2-[4-tert-Butyl-2-(2-fluoro-ethoxy)-phenyl]-4,5-bis-(4-chloro-phenyl)-4,5-dihydro-imidazol-1-yl]-[4-(2-methanesulfonyl-ethyl)-piperazin-1-yl]-methanone hydrochloride was prepared from (4S,5R)-2-[4-tert-butyl-2-(2-fluoro-ethoxy)-phenyl]-4,5-bis-(4-chloro-phenyl)-4,5-dihydro-imidazole-1-carbonyl chloride (example 12m) and 1-(2-methanesulfonylethyl)-piperazine dihydrochloride (example 17) in an analogous manner as described in example 25. LR-MS: 703.5 [(M+H)+] The reactants are COC(=O)C1N(S(CC1)(=O)=O)CC1=CC(=CC=C1)C#N (2-(3-cyano-benzyl)-1,1-dioxo-1λ6-isothiazolidine-3-carboxylic acid methyl ester), O.[OH-].[Li+] (lithium hydroxide monohydrate), Cl (hydrochloric acid). Run in O1CCCC1.O (tetrahydrofuran water). Run at temperature 0 celsius, time 4 hour. Yields the product C(#N)C=1C=C(CN2S(CCC2C(=O)O)(=O)=O)C=CC1 (2-(3-cyano-benzyl)-1,1-dioxo-1λ6-isothiazolidine-3-carboxylic acid). Yield: 90.9%. Reaction SMILES: C[O:2][C:3]([CH:5]1[CH2:9][CH2:8][S:7](=[O:11])(=[O:10])[N:6]1[CH2:12][C:13]1[CH:18]=[CH:17][CH:16]=[C:15]([C:19]#[N:20])[CH:14]=1)=[O:4].O.[OH-].[Li+].Cl>O1CCCC1.O>[C:19]([C:15]1[CH:14]=[C:13]([CH:18]=[CH:17][CH:16]=1)[CH2:12][N:6]1[CH:5]([C:3]([OH:4])=[O:2])[CH2:9][CH2:8][S:7]1(=[O:10])=[O:11])#[N:20] |f:1.2.3,5.6|. Reported procedure: To a stirred solution of 2-(3-cyano-benzyl)-1,1-dioxo-1λ6-isothiazolidine-3-carboxylic acid methyl ester (6.0 g, 20.4 mmol) in a tetrahydrofuran-water mixture (4:1, 50 mL), lithium hydroxide monohydrate (2.5 g, 59.6 mmol) was added at room temperature and stirred at this temperature for 4 h. Then tetrahydrofuran was removed from the reaction mixture under reduced pressure. The residual reaction mixture was cooled to 0° C. and 1N hydrochloric acid was added to make the pH˜2. The acidified reactio... Starting materials: OC=1C=C(C(=O)OCC)C=CC1 (ethyl 3-hydroxybenzoate), C(=O)([O-])[O-].[K+].[K+] (K2CO3), BrCCBr (1,2-dibromoethane). Solvent: C(C)#N (Acetonitrile). Conditions: temperature 60 celsius, time 8 hour. Yields the product BrCCOC=1C=C(C(=O)OCC)C=CC1 (ethyl 3-[(2-bromoethyl)oxy]benzoate). As a reaction SMILES: [OH:1][C:2]1[CH:3]=[C:4]([CH:10]=[CH:11][CH:12]=1)[C:5]([O:7][CH2:8][CH3:9])=[O:6].C([O-])([O-])=O.[K+].[K+].[Br:19][CH2:20][CH2:21]Br>C(#N)C>[Br:19][CH2:20][CH2:21][O:1][C:2]1[CH:3]=[C:4]([CH:10]=[CH:11][CH:12]=1)[C:5]([O:7][CH2:8][CH3:9])=[O:6] |f:1.2.3|. Procedure details: To a solution of ethyl 3-hydroxybenzoate D45 (5 g) and K2CO3 (12.48 g, 90 mmol) in Acetonitrile (150 mL) stirred under nitrogen was added 1,2-dibromoethane (33.9 g, 181 mmol). The reaction mixture was stirred at 60° C. overnight. The reaction mixture was filtered, concentrated to give the crude as clear oil. The crude was purified to give the expected product D46 in 4.2 g, eluting with Petroleum oil/EtOAc=3/1. LCMS Retention time=1.76 mins, [M+H]+273 (5 min run) The reactants are OC1=C(C(=O)OC)C=CC(=C1)C#CC(C1=CC=2C(CCC(C2C=C1)(C)C)(C)C)=O (methyl 2-hydroxy-4-[3-oxo-3-(5,6,7,8-tetrahydro-5,5,8,8-tetramethyl-2-naphthyl)-1-propynyl]benzoate), CO.C1CCOC1 (methanol THF), [BH4-].[Na+] (sodium borohydride). Solvent: O (water). Conditions: time 2 hour. The product is OC1=C(C(=O)OC)C=CC(=C1)C#CC(C1=CC=2C(CC(C(C2C=C1)C)C)(C)C)O (methyl 2-hydroxy -4-[3-hydroxy -3-(5,6,7,8-tetrahydro-5,6,8,8-tetramethyl-2-naphthyl)-1-propynyl]benzoate). RXN SMILES: [OH:1][C:2]1[CH:11]=[C:10]([C:12]#[C:13][C:14](=[O:29])[C:15]2[CH:24]=[CH:23][C:22]3[C:21](C)([CH3:25])[CH2:20][CH2:19][C:18]([CH3:28])([CH3:27])[C:17]=3[CH:16]=2)[CH:9]=[CH:8][C:3]=1[C:4]([O:6][CH3:7])=[O:5].CO.[CH2:32]1COCC1.[BH4-].[Na+]>O>[OH:1][C:2]1[CH:11]=[C:10]([C:12]#[C:13][CH:14]([OH:29])[C:15]2[CH:24]=[CH:23][C:22]3[CH:21]([CH3:25])[CH:20]([CH3:32])[CH2:19][C:18]([CH3:27])([CH3:28])[C:17]=3[CH:16]=2)[CH:9]=[CH:8][C:3]=1[C:4]([O:6][CH3:7])=[O:5] |f:1.2,3.4|. Reported procedure: 2.9 g (7.4 mmol) of methyl 2-hydroxy-4-[3-oxo-3-(5,6,7,8-tetrahydro-5,5,8,8-tetramethyl-2-naphthyl)-1-propynyl]benzoate and 100 ml of a methanol/THF (50/50) mixture were introduced into a round-bottomed flask and 140 mg (3.7 mmol) of sodium borohydride were added in small amounts. The reaction mixture was stirred at room temperature for 2 hours, poured into water and extracted with ethyl ether. The organic phase was separated by settling, dried over magnesium sulfate and evaporated. The residue ... Reactants: [Li+], [OH-], COC(=O)CC(NS(=O)(=O)c1ccccc1)c1cccc(OCc2cccc(NC(=N)N)c2)c1. Yields the product N=C(N)Nc1cccc(COc2cccc(C(CC(=O)O)NS(=O)(=O)c3ccccc3)c2)c1. Reaction SMILES: [Li+:35].[OH-:36].[c:1]1([S:7](=[O:8])(=[O:9])[NH:10][CH:11]([CH2:12][C:13](=[O:14])[O:15][CH3:16])[c:17]2[cH:18][c:19]([O:23][CH2:24][c:25]3[cH:26][c:27]([NH:31][C:32](=[NH:33])[NH2:34])[cH:28][cH:29][cH:30]3)[cH:20][cH:21][cH:22]2)[cH:2][cH:3][cH:4][cH:5][cH:6]1>>[c:1]1([S:7](=[O:8])(=[O:9])[NH:10][CH:11]([CH2:12][C:13](=[O:14])[OH:15])[c:17]2[cH:18][c:19]([O:23][CH2:24][c:25]3[cH:26][c:27]([NH:31][C:32](=[NH:33])[NH2:34])[cH:28][cH:29][cH:30]3)[cH:20][cH:21][cH:22]2)[cH:2][cH:3][cH:4][cH:5][cH:6]1. Starting materials: ClC1=NC(=NC2=CC=CC=C12)C1=CC(=CC=C1)[N+](=O)[O-] (4-chloro-2-(3-nitrophenyl)quinazoline), NC=1C=C2C=NN(C2=CC1)C(=O)OC(C)(C)C (tert-butyl 5-amino-1H-indazole-1-carboxylate). Run in C(C)(C)O (isopropanol). Run at temperature 95 celsius. Yields the product [N+](=O)([O-])C=1C=C(C=CC1)C1=NC2=CC=CC=C2C(=N1)NC=1C=C2C=NN(C2=CC1)C(=O)OC(C)(C)C (tert-butyl 5-(2-(3-nitrophenyl)quinazolin-4-ylamino)-1H-indazole-1-carboxylate). As a reaction SMILES: Cl[C:2]1[C:11]2[C:6](=[CH:7][CH:8]=[CH:9][CH:10]=2)[N:5]=[C:4]([C:12]2[CH:17]=[CH:16][CH:15]=[C:14]([N+:18]([O-:20])=[O:19])[CH:13]=2)[N:3]=1.[NH2:21][C:22]1[CH:23]=[C:24]2[C:28](=[CH:29][CH:30]=1)[N:27]([C:31]([O:33][C:34]([CH3:37])([CH3:36])[CH3:35])=[O:32])[N:26]=[CH:25]2>C(O)(C)C>[N+:18]([C:14]1[CH:13]=[C:12]([C:4]2[N:3]=[C:2]([NH:21][C:22]3[CH:23]=[C:24]4[C:28](=[CH:29][CH:30]=3)[N:27]([C:31]([O:33][C:34]([CH3:37])([CH3:36])[CH3:35])=[O:32])[N:26]=[CH:25]4)[C:11]3[C:6](=[CH:7][CH:8]=[CH:9][CH:10]=3)[N:5]=2)[CH:17]=[CH:16][CH:15]=1)([O-:20])=[O:19]. Reported procedure: A suspension of 4-chloro-2-(3-nitrophenyl)quinazoline (6.3 g, 21.9 mmole), tert-butyl 5-amino-1H-indazole-1-carboxylate (5.10 g, 21.9 mmole) in isopropanol (300 mL) was heated at 95° C. for 1.5 h. The suspension was filtered and the filtered solid was washed with isopropanol. The product was dried under high vacuum for several hours to give the desired product tert-butyl 5-(2-(3-nitrophenyl)quinazolin-4-ylamino)-1H-indazole-1-carboxylate. (8.3 g, mmol, 79%).